describe an organic reaction: reactants, conditions, products, and yield From a dataset of the Open Reaction Database (ORD), a public repository of structured organic reaction records. The reactants are COC1=NC(=C(C=C1NC(OC1=CC=CC=C1)=S)C)CCC (Phenyl N-(2-methoxy-5-methyl-6-propylpyridin-3-yl)thiocarbamate), OC=1C=C(C=CC1)N1CCNCC1 (1-(3-hydroxyphenyl)piperazine). Yields the product COC1=NC(=C(C=C1NC(=S)N1CCN(CC1)C1=CC(=CC=C1)O)C)CCC (1-[(2-Methoxy-5-methyl-6-propylpyndin-3-yl)aminothiocarbonyl]-4-(3-hydroxyphenyl)piperazine). The yield is 48.0%. RXN SMILES: [CH3:1][O:2][C:3]1[C:8]([NH:9][C:10](=[S:18])OC2C=CC=CC=2)=[CH:7][C:6]([CH3:19])=[C:5]([CH2:20][CH2:21][CH3:22])[N:4]=1.[OH:23][C:24]1[CH:25]=[C:26]([N:30]2[CH2:35][CH2:34][NH:33][CH2:32][CH2:31]2)[CH:27]=[CH:28][CH:29]=1>>[CH3:1][O:2][C:3]1[C:8]([NH:9][C:10]([N:33]2[CH2:32][CH2:31][N:30]([C:26]3[CH:27]=[CH:28][CH:29]=[C:24]([OH:23])[CH:25]=3)[CH2:35][CH2:34]2)=[S:18])=[CH:7][C:6]([CH3:19])=[C:5]([CH2:20][CH2:21][CH3:22])[N:4]=1. Procedure: Phenyl N-(2-methoxy-5-methyl-6-propylpyridin-3-yl)thiocarbamate and 1-(3-hydroxyphenyl)piperazine were reacted by the same way with the example 22 to obtain the titled compound. The reactants are CC(C)(C)OC(=O)N1CCN(C2CCN(C(=O)c3cc(C(F)(F)F)cc(C(F)(F)F)c3)CC2c2ccccc2)CC1, CCOC1(O[Si](C)(C)C)CC1, ClC(Cl)Cl. The product is O=C(c1cc(C(F)(F)F)cc(C(F)(F)F)c1)N1CCC(N2CCN(C3CC3)CC2)C(c2ccccc2)C1. As a reaction SMILES: [C:1]([O:2][C:6](=[O:3])[N:8]1[CH2:9][CH2:10][N:11]([CH:14]2[CH:15]([c:36]3[cH:37][cH:38][cH:39][cH:40][cH:41]3)[CH2:16][N:17]([C:20]([c:21]3[cH:22][c:23]([C:31]([F:32])([F:33])[F:34])[cH:24][c:25]([C:27]([F:28])([F:29])[F:30])[cH:26]3)=[O:35])[CH2:18][CH2:19]2)[CH2:12][CH2:13]1)([CH3:4])([CH3:5])[CH3:7].[CH2:42]([CH3:43])[O:44][C:45]1([O:46][Si:47]([CH3:48])([CH3:49])[CH3:50])[CH2:51][CH2:52]1.[CH:53]([Cl:54])([Cl:55])[Cl:56]>>[CH:6]1([N:8]2[CH2:9][CH2:10][N:11]([CH:14]3[CH:15]([c:36]4[cH:37][cH:38][cH:39][cH:40][cH:41]4)[CH2:16][N:17]([C:20]([c:21]4[cH:22][c:23]([C:31]([F:32])([F:33])[F:34])[cH:24][c:25]([C:27]([F:28])([F:29])[F:30])[cH:26]4)=[O:35])[CH2:18][CH2:19]3)[CH2:12][CH2:13]2)[CH2:42][CH2:43]1.